From a dataset of the Open Reaction Database (ORD), a public repository of structured organic reaction records. describe an organic reaction: reactants, conditions, products, and yield Reactants: C=1C=CC2=C(C1)C(=O)C3=C(C=CC(=C3C2=O)O)O (quinizarin), [BH4-].[Na+] (sodium borohydride), hexanes ether. Yields the product C1(C=CC(C2=CC3=CC=CC=C3C=C12)=O)=O (1,4-anthracenedione). Yield: 94.9%. Reaction SMILES: [CH:1]1[CH:2]=[CH:3][C:4]2[C:15](=O)[C:14]3[C:9](=[C:10]([OH:18])[CH:11]=[CH:12][C:13]=3[OH:17])[C:7](=O)[C:5]=2[CH:6]=1.[BH4-].[Na+]>>[C:13]1(=[O:17])[C:14]2[C:9](=[CH:7][C:5]3[C:4]([CH:15]=2)=[CH:3][CH:2]=[CH:1][CH:6]=3)[C:10](=[O:18])[CH:11]=[CH:12]1 |f:1.2|. Reported procedure: To a dried 100 mL-round-bottom flask equipped with stirring bar and serum cap, was added 1 g (MW 240.21; 0.0042 mol) of quinizarin (3). The compound was dried under vacuum, and then maintained under argon. Methanol (distilled over Mg), 20 mL, was added via syringe. The solution was stirred to dissolve the quinizarin and then cooled over an ice-water bath equipped with a thermometer. To it, 0.638 g (MW 38; 0.0168 mol) of sodium borohydride was added. The resulting mixture was stirred at 0° C. for...